Dataset: the Open Reaction Database (ORD), a public repository of structured organic reaction records. Task: describe an organic reaction: reactants, conditions, products, and yield The reactants are C(C)N1C=C(C=C1C(C1=CC=CC=C1)=O)C(=O)OCC (ethyl 1-ethyl-5-benzoylpyrrole-3-carboxylate), [OH-].[Na+] (sodium hydroxide). Run in CO (methanol). Product: C(C)N1C=C(C=C1C(C1=CC=CC=C1)=O)C(=O)O (1-Ethyl-5-benzoylpyrrole-3-carboxylic Acid). RXN SMILES: [CH2:1]([N:3]1[C:7]([C:8](=[O:15])[C:9]2[CH:14]=[CH:13][CH:12]=[CH:11][CH:10]=2)=[CH:6][C:5]([C:16]([O:18]CC)=[O:17])=[CH:4]1)[CH3:2].[OH-].[Na+]>CO>[CH2:1]([N:3]1[C:7]([C:8](=[O:15])[C:9]2[CH:14]=[CH:13][CH:12]=[CH:11][CH:10]=2)=[CH:6][C:5]([C:16]([OH:18])=[O:17])=[CH:4]1)[CH3:2] |f:1.2|. Procedure: The entire batch of ethyl 1-ethyl-5-benzoylpyrrole-3-carboxylate from the preceding Example was taken up in 40 ml. of methanol and 20 ml. of 1 N sodium hydroxide, and heated in an open flask on a steam bath for 1 hour. The aqueous residue was cooled, extracted with 20 ml. of ether, and made acidic with conc. hydrochloric acid. 1-Ethyl-5-benzoylpyrrole-3-carboxylic acid (585 mg., m.p. 157°-158° C., m/e 243) was recovered by filtration. For analysis, the product was recrystallized from acetone/hex... Yield: 33.7%. Run in ClCCl (dichloromethane). Yields the product C(C)(=O)N[C@@H](CCSC)C(=O)N1CCNCC1 (1-(N-acetyl-L-methionyl)piperazine). Conditions: time 8 hour. As a reaction SMILES: C(OC([N:8]1[CH2:13][CH2:12][N:11]([C:14](=[O:24])[C@H:15]([CH2:20][CH2:21][S:22][CH3:23])[NH:16][C:17](=[O:19])[CH3:18])[CH2:10][CH2:9]1)=O)(C)(C)C.FC(F)(F)C(O)=O>ClCCl>[C:17]([NH:16][C@H:15]([C:14]([N:11]1[CH2:12][CH2:13][NH:8][CH2:9][CH2:10]1)=[O:24])[CH2:20][CH2:21][S:22][CH3:23])(=[O:19])[CH3:18]. Reactants: C(C)(C)(C)OC(=O)N1CCN(CC1)C([C@@H](NC(C)=O)CCSC)=O (1-(t-butoxycarbonyl) -4-(N-acetyl-L-methionyl)piperazine), FC(C(=O)O)(F)F (trifluoroacetic acid). Procedure: To a solution of 8.6 g (0.024 mol) of 1-(t-butoxycarbonyl) -4-(N-acetyl-L-methionyl)piperazine in 60 ml of dichloromethane was added 10 ml of trifluoroacetic acid and the mixture was stirred at room temperature overnight. The solution was extracted with water and the resulting aqueous solution was made basic with sodium hydroxide. The product was extracted with dichloromethane, dried over sodium sulfate, and filtered. Evaporation of the solvent gave 2.1 g of 1-(N-acetyl-L-methionyl)piperazine, a... The reactants are CC=1C=NNC1 (4-methylpyrazole), [OH-].[Na+] (sodium hydroxide), 24.6, ClCC(=O)N(C1=C(C=CC=C1C)C)CCl (2-chloro-N-chloromethyl-2',6'-dimethylacetanilide), [Br-].C(CCC)[P+](C)(CCCC)CCCC (tri-n-butylmethylphosphonium bromide). Run in ClC1=C(C=CC=C1)Cl (o-dichlorobenzene), O (water). Reaction conditions: time 5 hour. Product: 25.6, ClCC(=O)N(C1=C(C=CC=C1C)C)CN1N=CC(=C1)C (2-chloro-2',6'-dimethyl-N-(4-methylpyrazol-1-yl-methyl)-acetanilide). As a reaction SMILES: [CH3:1][C:2]1[CH:3]=[N:4][NH:5][CH:6]=1.[OH-].[Na+].[Cl:9][CH2:10][C:11]([N:13]([CH2:22]Cl)[C:14]1[C:19]([CH3:20])=[CH:18][CH:17]=[CH:16][C:15]=1[CH3:21])=[O:12].[Br-].C([P+](CCCC)(CCCC)C)CCC>ClC1C=CC=CC=1Cl.O>[Cl:9][CH2:10][C:11]([N:13]([CH2:22][N:4]1[CH:3]=[C:2]([CH3:1])[CH:6]=[N:5]1)[C:14]1[C:19]([CH3:20])=[CH:18][CH:17]=[CH:16][C:15]=1[CH3:21])=[O:12] |f:1.2,4.5|. Reported procedure: A solution of 9.0 parts by weight of 4-methylpyrazole and 4.0 parts by weight of sodium hydroxide in 20 parts by volume of water was added dropwise at 0° C., with vigorous stirring, to a solution of 24.6 parts by weight of 2-chloro-N-chloromethyl-2',6'-dimethylacetanilide and 0.15 part by weight of tri-n-butylmethylphosphonium bromide in 80 parts by volume of o-dichlorobenzene, and the stirring was continued for 5 hours at 10° C. The organic phase was washed with three times 50 parts by volume o...